This data is from the Open Reaction Database (ORD), a public repository of structured organic reaction records. The task is: describe an organic reaction: reactants, conditions, products, and yield The reactants are ClC1=CC=NC2=CC=C(C=C12)C(=O)OCC (ethyl 4-chloroquinolin-6-carboxylate), C1(CCCCC1)COC1=CC=C(N)C=C1 (4-(cyclohexylmethyloxy)aniline). Product: Cl.C1(CCCCC1)COC1=CC=C(C=C1)NC1=CC=NC2=CC=C(C=C12)C(=O)OCC (Ethyl 4-[4-(cyclohexylmethyloxy)phenylamino]quinolin-6-carboxylate Hydrochloride). As a reaction SMILES: [Cl:1][C:2]1[C:11]2[C:6](=[CH:7][CH:8]=[C:9]([C:12]([O:14][CH2:15][CH3:16])=[O:13])[CH:10]=2)[N:5]=[CH:4][CH:3]=1.[CH:17]1([CH2:23][O:24][C:25]2[CH:31]=[CH:30][C:28]([NH2:29])=[CH:27][CH:26]=2)[CH2:22][CH2:21][CH2:20][CH2:19][CH2:18]1>>[ClH:1].[CH:17]1([CH2:23][O:24][C:25]2[CH:31]=[CH:30][C:28]([NH:29][C:2]3[C:11]4[C:6](=[CH:7][CH:8]=[C:9]([C:12]([O:14][CH2:15][CH3:16])=[O:13])[CH:10]=4)[N:5]=[CH:4][CH:3]=3)=[CH:27][CH:26]=2)[CH2:18][CH2:19][CH2:20][CH2:21][CH2:22]1 |f:2.3|. Procedure: In a manner similar to that described in Example 39, Part B., 2.0 g (8.48 mmol) of ethyl 4-chloroquinolin-6-carboxylate and 1.74 g (8.48 mmol) of 4-(cyclohexylmethyloxy)aniline were transformed into the title compound: yield 3.41 g (92%); m.p. 251°-253° C. The reactants are OC1=CC=C2C(=CC(OC2=C1)=O)C(F)(F)F (7-hydroxy-4-(trifluoromethyl)-2H-chromen-2-one), BrCCNC(OC(C)(C)C)=O (tert-butyl (2-bromoethyl)carbamate), C(=O)([O-])[O-].[K+].[K+] (K2CO3), C(=O)(O)[O-].[Na+] (NaHCO3). Run in C(C)(=O)OCC (Ethyl acetate), CN(C)C=O (DMF). Reaction conditions: temperature 85 celsius, time 12 hour. The product is O=C1OC2=CC(=CC=C2C(=C1)C(F)(F)F)OCCNC(OC(C)(C)C)=O (tert-Butyl (2-((2-oxo-4-(trifluoromethyl)-2H-chromen-7-yl)oxy)ethyl)carbamate). Isolated yield 86.9%. RXN SMILES: [OH:1][C:2]1[CH:11]=[C:10]2[C:5]([C:6]([C:13]([F:16])([F:15])[F:14])=[CH:7][C:8](=[O:12])[O:9]2)=[CH:4][CH:3]=1.Br[CH2:18][CH2:19][NH:20][C:21](=[O:27])[O:22][C:23]([CH3:26])([CH3:25])[CH3:24].C([O-])([O-])=O.[K+].[K+].C([O-])(O)=O.[Na+]>CN(C=O)C.C(OCC)(=O)C>[O:12]=[C:8]1[CH:7]=[C:6]([C:13]([F:16])([F:14])[F:15])[C:5]2[C:10](=[CH:11][C:2]([O:1][CH2:18][CH2:19][NH:20][C:21](=[O:27])[O:22][C:23]([CH3:26])([CH3:25])[CH3:24])=[CH:3][CH:4]=2)[O:9]1 |f:2.3.4,5.6|. Reported procedure: To a solution of 7-hydroxy-4-(trifluoromethyl)-2H-chromen-2-one (213 mg, 0.925 mmol) in DMF (1.5 mL) was added tert-butyl (2-bromoethyl)carbamate (416 mg, 1.851 mmol) and K2CO3 (384 mg, 2.776 mmol) at r.t. After stirred at 85° C. for 12 hours, the reaction mixture treated with 10.0 mL of saturated aqueous NaHCO3 solution. The organic layer was separated and the aqueous layer was extracted with Ethyl acetate. The combined organic extracts were washed with brine, dried over MgSO4, filtered and con...